Dataset: the Open Reaction Database (ORD), a public repository of structured organic reaction records. Task: describe an organic reaction: reactants, conditions, products, and yield The reactants are CCOC(=O)c1cn2c3c(c(Br)c(F)cc3c1=O)OCC2C, Cl, O. The product is CC1COc2c(Br)c(F)cc3c(=O)c(C(=O)O)cn1c23. Reaction SMILES: [Br:1][c:2]1[c:3]([F:22])[cH:4][c:5]2[c:6]3[n:7]([cH:13][c:14]([C:17](=[O:18])[O:19][CH2:20][CH3:21])[c:15]2=[O:16])[CH:8]([CH3:12])[CH2:9][O:10][c:11]13.[ClH:23].[OH2:24]>>[Br:1][c:2]1[c:3]([F:22])[cH:4][c:5]2[c:6]3[n:7]([cH:13][c:14]([C:17](=[O:18])[OH:19])[c:15]2=[O:16])[CH:8]([CH3:12])[CH2:9][O:10][c:11]13. Starting materials: ClCCl, CC(=O)N(CC(=O)O)Cc1ccc(C(Nc2ccc3c(N(C(=O)OC(C)(C)C)C(=O)OC(C)(C)C)nccc3c2)C(=O)NCc2cccc(N)c2)cc1, CN(C)C=O. Yields the product CC(=O)N1CC(=O)Nc2cccc(c2)CNC(=O)C(Nc2ccc3c(N(C(=O)OC(C)(C)C)C(=O)OC(C)(C)C)nccc3c2)c2ccc(cc2)C1. As a reaction SMILES: [Cl:54][CH2:55][Cl:56].[NH2:1][c:2]1[cH:3][c:4]([CH2:5][NH:6][C:7]([CH:8]([NH:9][c:10]2[cH:11][c:12]3[cH:13][cH:14][n:15][c:16]([N:20]([C:21](=[O:22])[O:23][C:24]([CH3:25])([CH3:26])[CH3:27])[C:28](=[O:29])[O:30][C:31]([CH3:32])([CH3:33])[CH3:34])[c:17]3[cH:18][cH:19]2)[c:35]2[cH:36][cH:37][c:38]([CH2:39][N:40]([C:41]([CH3:42])=[O:43])[CH2:44][C:45](=[O:46])[OH:47])[cH:48][cH:49]2)=[O:50])[cH:51][cH:52][cH:53]1.[O:57]=[CH:58][N:59]([CH3:60])[CH3:61]>>[NH:1]1[c:2]2[cH:3][c:4]([cH:51][cH:52][cH:53]2)[CH2:5][NH:6][C:7](=[O:50])[CH:8]([NH:9][c:10]2[cH:11][c:12]3[cH:13][cH:14][n:15][c:16]([N:20]([C:21](=[O:22])[O:23][C:24]([CH3:25])([CH3:26])[CH3:27])[C:28](=[O:29])[O:30][C:31]([CH3:32])([CH3:33])[CH3:34])[c:17]3[cH:18][cH:19]2)[c:35]2[cH:36][cH:37][c:38]([cH:48][cH:49]2)[CH2:39][N:40]([C:41]([CH3:42])=[O:43])[CH2:44][C:45]1=[O:46]. Product: C(#N)C1=C(C=CC=C1)C1=CC=C(C=C1)C(=O)N1[C@@H](CC(C1)=NOC)C(=O)N[C@H]1[C@@H](CCCC1)CO ((2S,4EZ)-1-[(2′-cyano[1,1′-biphenyl]-4-yl)carbonyl]-N-[(1R,2R)-2-(hydroxymethyl)cyclohexyl]-4-(methoxyimino)-2-pyrrolidinecarboxamide). RXN SMILES: C(O[C:6]([N:8]1[CH2:12][C:11](=[N:13][O:14][CH3:15])[CH2:10][C@H:9]1[C:16]([OH:18])=O)=[O:7])(C)(C)C.[C:19]([C:21]1[CH:26]=[CH:25][CH:24]=[CH:23][C:22]=1[C:27]1[CH:32]=[CH:31][C:30](C(O)=O)=[CH:29][CH:28]=1)#[N:20].[NH2:36][C@@H:37]1[CH2:42][CH2:41][CH2:40][CH2:39][C@H:38]1[CH2:43][OH:44]>>[C:19]([C:21]1[CH:26]=[CH:25][CH:24]=[CH:23][C:22]=1[C:27]1[CH:28]=[CH:29][C:30]([C:6]([N:8]2[CH2:12][C:11](=[N:13][O:14][CH3:15])[CH2:10][C@H:9]2[C:16]([NH:36][C@@H:37]2[CH2:42][CH2:41][CH2:40][CH2:39][C@H:38]2[CH2:43][OH:44])=[O:18])=[O:7])=[CH:31][CH:32]=1)#[N:20]. Procedure details: Following the general method as outlined in Example 22, starting from (2S,4EZ)-1-(tert-butoxycarbonyl)-4-(methoxyimino)-2-pyrrolidinecarboxylic acid, 2′-cyano[1,1′-biphenyl]-4-carboxylic acid, and [(1R,2R)-2-aminocyclohexyl]methanol, the title compound was obtained in 78% purity by HPLC. MS(ESI+): m/z=475. Starting materials: C(C)(C)(C)OC(=O)N1[C@@H](CC(C1)=NOC)C(=O)O ((2S,4EZ)-1-(tert-butoxycarbonyl)-4-(methoxyimino)-2-pyrrolidinecarboxylic acid), C(#N)C1=C(C=CC=C1)C1=CC=C(C=C1)C(=O)O (2′-cyano[1,1′-biphenyl]-4-carboxylic acid), N[C@H]1[C@@H](CCCC1)CO ([(1R,2R)-2-aminocyclohexyl]methanol). Starting materials: BrC=1C=C(C(=O)N(C)C2=C(C=CC=C2)O)C=CC1Cl (3-bromo-4-chloro-N-(2-hydroxy-phenyl)-N-methyl-benzamide), β-dimethylaminobromide hydrobromide, C(=O)([O-])[O-].[K+].[K+] (K2CO3). The solvent is C(C)(=O)OCC (ethyl acetate), O (water), CN(C)C=O (DMF). Yields the product BrC=1C=C(C(=O)N(C)C2=C(C=CC=C2)OCCN(C)C)C=CC1Cl (3-bromo-4-chloro-N-[2-(2-dimethylamino-ethoxy)-phenyl]-N-methyl-benzamide). The yield is 39.9%. Reaction SMILES: [Br:1][C:2]1[CH:3]=[C:4]([CH:16]=[CH:17][C:18]=1[Cl:19])[C:5]([N:7]([C:9]1[CH:14]=[CH:13][CH:12]=[CH:11][C:10]=1O)[CH3:8])=[O:6].[C:20]([O-:23])([O-])=O.[K+].[K+]>CN(C=O)C.C(OCC)(=O)C.O>[Br:1][C:2]1[CH:3]=[C:4]([CH:16]=[CH:17][C:18]=1[Cl:19])[C:5]([N:7]([C:9]1[CH:14]=[CH:13][CH:12]=[CH:11][C:10]=1[O:23][CH2:20][CH2:5][N:7]([CH3:9])[CH3:8])[CH3:8])=[O:6] |f:1.2.3|. Procedure details: A mixture of 3-bromo-4-chloro-N-(2-hydroxy-phenyl)-N-methyl-benzamide (404 mg, 1.18 mmol, Step 3B), β-dimethylaminobromide hydrobromide (553 mg, 2.38 mmol) and K2CO3 (655 mg, 4.75 mmol) was heated in DMF (7 mL) at 80° C. for 14 hrs. The mixture was then diluted with ethyl acetate and water. The organic layer was separated and washed with water and brine, dried over Na2SO4, then purified by silica gel column chromatography eluting with DCM/MeOH (95/5 with gradient to 9/1) to yield 3-bromo-4-chlor... The reactants are NC1(CCN(CC1)C[C@@H]1CN2C(C=CC=3C=CC(N1C23)=O)=O)C ((1R)-1-[(4-amino-4-methyl-1-piperidinyl)methyl]-1,2-dihydro-4H,9H-imidazo[1,2,3-ij]-1,8-naphthyridine-4,9-dione), C(Cl)(Cl)Cl (chloroform), C(=O)(O)[O-].[Na+] (NaHCO3), S1CCOC=2C=NC(=CC21)C=O (2,3-dihydro[1,4]oxathiino[2,3-c]pyridine-7-carbaldehyde), C(C)(=O)O[BH-](OC(C)=O)OC(C)=O.[Na+] (sodium triacetoxyborohydride). Solvent: CO (methanol). Conditions: time 2 hour. The product is Cl.S1CCOC=2C=NC(=CC21)CNC2(CCN(CC2)C[C@@H]2CN1C(C=CC=3C=CC(N2C13)=O)=O)C ((1R)-1-({4-[(2,3-Dihydro[1,4]oxathiino[2,3-c]pyridin-7-ylmethyl)amino]-4-methyl-1-piperidinyl}methyl)-1,2-dihydro-4H,9H-imidazo[1,2,3-ij]-1,8-naphthyridine-4,9-dione hydrochloride). The yield is 62.0%. RXN SMILES: [NH2:1][C:2]1([CH3:23])[CH2:7][CH2:6][N:5]([CH2:8][C@H:9]2[N:19]3[C:20]4[N:11]([C:12](=[O:22])[CH:13]=[CH:14][C:15]=4[CH:16]=[CH:17][C:18]3=[O:21])[CH2:10]2)[CH2:4][CH2:3]1.[S:24]1[C:33]2[CH:32]=[C:31]([CH:34]=O)[N:30]=[CH:29][C:28]=2[O:27][CH2:26][CH2:25]1.C(O[BH-](OC(=O)C)OC(=O)C)(=O)C.[Na+].C([O-])(O)=O.[Na+].C(Cl)(Cl)[Cl:56]>CO>[ClH:56].[S:24]1[C:33]2[CH:32]=[C:31]([CH2:34][NH:1][C:2]3([CH3:23])[CH2:3][CH2:4][N:5]([CH2:8][C@H:9]4[N:19]5[C:20]6[N:11]([C:12](=[O:22])[CH:13]=[CH:14][C:15]=6[CH:16]=[CH:17][C:18]5=[O:21])[CH2:10]4)[CH2:6][CH2:7]3)[N:30]=[CH:29][C:28]=2[O:27][CH2:26][CH2:25]1 |f:2.3,4.5,8.9|. Procedure: A suspension of (1R)-1-[(4-amino-4-methyl-1-piperidinyl)methyl]-1,2-dihydro-4H,9H-imidazo[1,2,3-ij]-1,8-naphthyridine-4,9-dione (34 mg, 0.108 mmol) in chloroform (2 ml) and methanol (0.1 ml) at rt under argon was treated with 2,3-dihydro[1,4]oxathiino[2,3-c]pyridine-7-carbaldehyde (19.60 mg, 0.108 mmol) (for a synthesis see WO2004058144, Example 60) and stirred for 2 h. The solution was then treated with sodium triacetoxyborohydride (68.8 mg, 0.324 mmol) and stirred at rt for 0.5 h. The reaction... Starting materials: [BH4-], C1CCOC1, CCB(CC)OC, CC(=O)O, CO, [Na+], O, CC(C)(C)OC(=O)CC(=O)CC(O)COC(c1ccccc1)(c1ccccc1)c1ccccc1. Product: CC(C)(C)OC(=O)CC(O)CC(O)COC(c1ccccc1)(c1ccccc1)c1ccccc1. As a reaction SMILES: [BH4-:47].[CH2:35]1[O:36][CH2:37][CH2:38][CH2:39]1.[CH3:40][O:41][B:42]([CH2:43][CH3:44])[CH2:45][CH3:46].[CH3:50][C:51](=[O:52])[OH:53].[CH3:54][OH:55].[Na+:48].[OH2:49].[c:1]1([C:7]([O:8][CH2:9][CH:10]([CH2:11][C:12]([CH2:13][C:14](=[O:15])[O:16][C:17]([CH3:18])([CH3:19])[CH3:20])=[O:21])[OH:22])([c:23]2[cH:24][cH:25][cH:26][cH:27][cH:28]2)[c:29]2[cH:30][cH:31][cH:32][cH:33][cH:34]2)[cH:2][cH:3][cH:4][cH:5][cH:6]1>>[c:1]1([C:7]([O:8][CH2:9][CH:10]([CH2:11][CH:12]([CH2:13][C:14](=[O:15])[O:16][C:17]([CH3:18])([CH3:19])[CH3:20])[OH:21])[OH:22])([c:23]2[cH:24][cH:25][cH:26][cH:27][cH:28]2)[c:29]2[cH:30][cH:31][cH:32][cH:33][cH:34]2)[cH:2][cH:3][cH:4][cH:5][cH:6]1. Starting materials: OCC=1N(C(SC1)=S)C1=C(C(=C(C=C1)F)F)F (4-hydroxymethyl-3-(2,3,4-trifluorophenyl)-2(3H)-1,3-thiazolethione), [H-].[Na+] (sodium hydride), C([O-])([O-])=O.[K+].[K+] (potassium carbonate), C([O-])([O-])=O.[Na+].[Na+] (sodium carbonate). The solvent is O1CCOCC1 (dioxane), C(C)#N (acetonitrile), CN(C=O)C (N,N-dimethylformamide). Yields the product FC1=C(C=CC=2N3C(COC21)=CSC3=S)F (6,7-difluoro-1H,4H-thiazolo[4,3-c][1,4]benzoxazine-1-thione). As a reaction SMILES: [OH:1][CH2:2][C:3]1[N:4]([C:9]2[CH:14]=[CH:13][C:12]([F:15])=[C:11]([F:16])[C:10]=2F)[C:5](=[S:8])[S:6][CH:7]=1.[H-].[Na+].C(=O)([O-])[O-].[K+].[K+].C(=O)([O-])[O-].[Na+].[Na+]>O1CCOCC1.C(#N)C.CN(C)C=O>[F:16][C:11]1[C:10]2[O:1][CH2:2][C:3]3=[CH:7][S:6][C:5](=[S:8])[N:4]3[C:9]=2[CH:14]=[CH:13][C:12]=1[F:15] |f:1.2,3.4.5,6.7.8|. Procedure details: That is, first the compound (VI) is obtained from the compound (V) in the same manner as in the process (a). The compound (VI) is then reacted with 1-acetoxy-3-halogenoacetone in an organic solvent such as chloroform, methylene chloride or a lower alcohol to give 3-acetoxy-2-oxopropyl N-(2,3,4-trifluorophenyl)dithiocarbamate (XVI). The compound (XVI) is then heated with an inorganic acid such as hydrochloric acid or sulfuric acid in a lower alcohol such as ethanol to give 4-hydroxymethyl-3-(2,3,... The reactants are COC1=CC=C2COC(C2=C1OC)=O (6,7-dimethoxy 3H-isobenzofuranone), CNC (dimethylamine). The solvent is C(C)O (ethanol). Product: COC1=C(C(=O)N(C)C)C(=CC=C1OC)CO (2,3-dimethoxy N,N-dimethyl 6-hydroxymethyl benzamide). Yield: 100.0%. RXN SMILES: [CH3:1][O:2][C:3]1[C:11]([O:12][CH3:13])=[C:10]2[C:6]([CH2:7][O:8][C:9]2=[O:14])=[CH:5][CH:4]=1.[CH3:15][NH:16][CH3:17]>C(O)C>[CH3:13][O:12][C:11]1[C:3]([O:2][CH3:1])=[CH:4][CH:5]=[C:6]([CH2:7][OH:8])[C:10]=1[C:9]([N:16]([CH3:17])[CH3:15])=[O:14]. Procedure: A mixture of 30 g of 6,7-dimethoxy 3H-isobenzofuranone, prepared according to the method described in Example IV, 1 liter of ethanol and 300-400 cm3 of dimethylamine was agitated for several hours and then evaporated under vacuum at 30° - 35° C. The crystallized product was washed with heptane. The 2,3-dimethoxy N,N-dimethyl 6-hydroxymethyl benzamide was obtained in a yield of 100%. F = 90° C. Reactants: C(C(F)(F)F)(C(F)(F)F)C(F)(F)OCC ((CF3)2CHCF2OC2H5), C(C)F (C2H5F), [Al+3].[Cl-].[Cl-].[Cl-] (AlCl3). Reagents/catalysts: C(C(F)(F)F)(C(F)(F)F)C(=O)Cl ((CF3)2CHCOCl). Solvent: C(C)OCC (ethyl ether). Yields the product C(C(F)(F)F)(C(F)(F)F)C(=O)F ((CF3)2CHCOF). Yield: 36.7%. As a reaction SMILES: [Al+3].[Cl-].[Cl-].[Cl-].[CH:5]([C:14]([O:17]CC)(F)[F:15])([C:10]([F:13])([F:12])[F:11])[C:6]([F:9])([F:8])[F:7].C(F)C>C(C(Cl)=O)(C(F)(F)F)C(F)(F)F.C(OCC)C>[CH:5]([C:14]([F:15])=[O:17])([C:6]([F:8])([F:7])[F:9])[C:10]([F:13])([F:12])[F:11] |f:0.1.2.3|. Reported procedure: The above ethyl ether, 43 g (0.175 mol), in a 100 ml flask equipped as described in Example 6 was mixed with 1 g (0.0075 mol) of AlCl3. The mixture was refluxed for 17 hours. Material condensed in the attached Dry Ice-acetone trap was combined with residual material in the flask and distilled in a low-temperature still. An amount of 30.8 g of unreacted (CF3)2CHCF2OC2H5 was recovered, together with 9.1 g (26.3% yield) of (CF3)2CHCOF, 2.2 g of C2H5F and 0.1 g of (CF3)2CHCOCl. No improvement in pro... The reactants are BrBr, CC(=O)O, CCCC(CC(=O)OC)c1ccc(O)cc1. Yields the product CCCC(CC(=O)OC)c1ccc(O)c(Br)c1. Reaction SMILES: [Br:17][Br:18].[C:19]([OH:20])(=[O:21])[CH3:22].[OH:1][c:2]1[cH:3][cH:4][c:5]([CH:8]([CH2:9][C:10](=[O:11])[O:12][CH3:13])[CH2:14][CH2:15][CH3:16])[cH:6][cH:7]1>>[OH:1][c:2]1[cH:3][cH:4][c:5]([CH:8]([CH2:9][C:10](=[O:11])[O:12][CH3:13])[CH2:14][CH2:15][CH3:16])[cH:6][c:7]1[Br:17].